From a dataset of the Open Reaction Database (ORD), a public repository of structured organic reaction records. describe an organic reaction: reactants, conditions, products, and yield Reactants: CC(C)(C)c1ccc(O)c(C(C)(C)C)c1, CC1CC(=O)CC(C)(C)C1, CCCCCC, Cl. Product: CC1C=C(c2cc(C(C)(C)C)cc(C(C)(C)C)c2O)CC(C)(C)C1. Reaction SMILES: [C:1]([CH3:2])([CH3:3])([CH3:4])[c:5]1[c:6]([OH:15])[cH:7][cH:8][c:9]([C:11]([CH3:12])([CH3:13])[CH3:14])[cH:10]1.[CH3:16][C:17]1([CH3:25])[CH2:18][C:19](=[O:24])[CH2:20][CH:21]([CH3:23])[CH2:22]1.[CH3:27][CH2:28][CH2:29][CH2:30][CH2:31][CH3:32].[ClH:26]>>[C:1]([CH3:2])([CH3:3])([CH3:4])[c:5]1[c:6]([OH:15])[c:7]([C:19]2=[CH:20][CH:21]([CH3:23])[CH2:22][C:17]([CH3:16])([CH3:25])[CH2:18]2)[cH:8][c:9]([C:11]([CH3:12])([CH3:13])[CH3:14])[cH:10]1.